The task is: describe an organic reaction: reactants, conditions, products, and yield. This data is from the Open Reaction Database (ORD), a public repository of structured organic reaction records. The reactants are [OH-].[Na+] (sodium hydroxide), C([O-])([O-])=O.[Na+].[Na+] (sodium carbonate), aqueous solution, [N+](=O)([O-])[O-].[Ag+] (silver nitrate), aqueous solution, BrN1C(CCC1=O)=O (N-bromosuccinimide), polyvinyl acetate, aqueous solution, BrN1C(CCC1=O)=O (N-bromosuccinimide), C(CCCCCCCCCCCCCCCCCCCCC)(=O)O (behenic acid), C(CCCCCCCCCCCCCCCCC)(=O)O (stearic acid), aqueous solution, [Br-].[K+] (potassium bromide). Solvent: O (water), C(C)(=O)OCCCC (butyl acetate), O (water). Conditions: time 30 minute. Product: C(CCCCCCCCCCCCCCCCCCCCC)(=O)[O-].[Ag+] (silver behenate), C(CCCCCCCCCCCCCCCCC)(=O)[O-].[Ag+] (silver stearate), [Ag]Br (silver bromide). As a reaction SMILES: [C:1]([OH:24])(=[O:23])[CH2:2][CH2:3][CH2:4][CH2:5][CH2:6][CH2:7][CH2:8][CH2:9][CH2:10][CH2:11][CH2:12][CH2:13][CH2:14][CH2:15][CH2:16][CH2:17][CH2:18][CH2:19][CH2:20][CH2:21][CH3:22].[C:25]([OH:44])(=[O:43])[CH2:26][CH2:27][CH2:28][CH2:29][CH2:30][CH2:31][CH2:32][CH2:33][CH2:34][CH2:35][CH2:36][CH2:37][CH2:38][CH2:39][CH2:40][CH2:41][CH3:42].[OH-].[Na+].C(=O)([O-])[O-].[Na+].[Na+].BrN1C(=O)CCC1=O.[N+]([O-])([O-])=O.[Ag+:65].[Br-:66].[K+]>O.C(OCCCC)(=O)C>[C:1]([O-:24])(=[O:23])[CH2:2][CH2:3][CH2:4][CH2:5][CH2:6][CH2:7][CH2:8][CH2:9][CH2:10][CH2:11][CH2:12][CH2:13][CH2:14][CH2:15][CH2:16][CH2:17][CH2:18][CH2:19][CH2:20][CH2:21][CH3:22].[Ag+:65].[C:25]([O-:44])(=[O:43])[CH2:26][CH2:27][CH2:28][CH2:29][CH2:30][CH2:31][CH2:32][CH2:33][CH2:34][CH2:35][CH2:36][CH2:37][CH2:38][CH2:39][CH2:40][CH2:41][CH3:42].[Ag+:65].[Ag:65][Br:66] |f:2.3,4.5.6,8.9,10.11,14.15,16.17|. Reported procedure: To 12 liters of water were added 840 grams of behenic acid and 95 grams of stearic acid. To the solution kept at 90° C., a solution of 48 grams of sodium hydroxide and 63 grams of sodium carbonate in 1.5 liters of water was added. The solution was stirred for 30 minutes and then cooled to 50° C. whereupon 1.1 liters of a 1% aqueous solution of N-bromosuccinimide was added. With stirring, 2.3 liters of a 17% aqueous solution of silver nitrate was slowly added. While the solution was kept at 35° C... Reactants: CN1C(=O)CC(=O)N(C)C1=O, ClCCl, C=CCN1C2CCC(OCc3cc(C(F)(F)F)cc(C(F)(F)F)c3)C1(c1ccccc1)C(C#N)C2, [Na+], [OH-], O, c1ccc(P(c2ccccc2)(c2ccccc2)[Pd](P(c2ccccc2)(c2ccccc2)c2ccccc2)(P(c2ccccc2)(c2ccccc2)c2ccccc2)P(c2ccccc2)(c2ccccc2)c2ccccc2)cc1. The product is N#CC1CC2CCC(OCc3cc(C(F)(F)F)cc(C(F)(F)F)c3)C1(c1ccccc1)N2. Reaction SMILES: [CH3:36][N:37]1[C:38](=[O:39])[CH2:40][C:41](=[O:42])[N:43]([CH3:44])[C:45]1=[O:46].[Cl:49][CH2:50][Cl:51].[F:1][C:2]([c:3]1[cH:4][c:5]([CH2:13][O:14][CH:15]2[C:16]3([c:28]4[cH:29][cH:30][cH:31][cH:32][cH:33]4)[CH:17]([C:26]#[N:27])[CH2:18][CH:19]([CH2:20][CH2:21]2)[N:22]3[CH2:23][CH:24]=[CH2:25])[cH:6][c:7]([C:9]([F:10])([F:11])[F:12])[cH:8]1)([F:34])[F:35].[Na+:48].[OH-:47].[OH2:52].[cH:53]1[cH:54][cH:55][c:56]([P:57]([Pd:58]([P:59]([c:60]2[cH:61][cH:62][cH:63][cH:64][cH:65]2)([c:66]2[cH:67][cH:68][cH:69][cH:70][cH:71]2)[c:72]2[cH:73][cH:74][cH:75][cH:76][cH:77]2)([P:78]([c:79]2[cH:80][cH:81][cH:82][cH:83][cH:84]2)([c:85]2[cH:86][cH:87][cH:88][cH:89][cH:90]2)[c:91]2[cH:92][cH:93][cH:94][cH:95][cH:96]2)[P:97]([c:98]2[cH:99][cH:100][cH:101][cH:102][cH:103]2)([c:104]2[cH:105][cH:106][cH:107][cH:108][cH:109]2)[c:110]2[cH:111][cH:112][cH:113][cH:114][cH:115]2)([c:116]2[cH:117][cH:118][cH:119][cH:120][cH:121]2)[c:122]2[cH:123][cH:124][cH:125][cH:126][cH:127]2)[cH:128][cH:129]1>>[F:1][C:2]([c:3]1[cH:4][c:5]([CH2:13][O:14][CH:15]2[C:16]3([c:28]4[cH:29][cH:30][cH:31][cH:32][cH:33]4)[CH:17]([C:26]#[N:27])[CH2:18][CH:19]([CH2:20][CH2:21]2)[NH:22]3)[cH:6][c:7]([C:9]([F:10])([F:11])[F:12])[cH:8]1)([F:34])[F:35].